From a dataset of the Open Reaction Database (ORD), a public repository of structured organic reaction records. describe an organic reaction: reactants, conditions, products, and yield Reactants: OCCC1CCC(O)CC1, ClC(c1ccccc1)(c1ccccc1)c1ccccc1, c1ccncc1. The product is OC1CCC(CCOC(c2ccccc2)(c2ccccc2)c2ccccc2)CC1. Reaction SMILES: [OH:1][CH2:2][CH2:3][CH:4]1[CH2:5][CH2:6][CH:7]([OH:10])[CH2:8][CH2:9]1.[c:11]1([C:17]([c:18]2[cH:19][cH:20][cH:21][cH:22][cH:23]2)([c:24]2[cH:25][cH:26][cH:27][cH:28][cH:29]2)[Cl:30])[cH:12][cH:13][cH:14][cH:15][cH:16]1.[cH:31]1[cH:32][cH:33][n:34][cH:35][cH:36]1>>[O:1]([CH2:2][CH2:3][CH:4]1[CH2:5][CH2:6][CH:7]([OH:10])[CH2:8][CH2:9]1)[C:17]([c:11]1[cH:12][cH:13][cH:14][cH:15][cH:16]1)([c:18]1[cH:19][cH:20][cH:21][cH:22][cH:23]1)[c:24]1[cH:25][cH:26][cH:27][cH:28][cH:29]1. Reactants: CC1=NN2C(C=CC=C2)=C1C(CC(=O)OC(C)(C)C)=O (tert-butyl 3-(2-methylpyrazolo[1,5-a]pyridin-3-yl)-3-oxopropanoate), SCC(=O)OC (methyl 2-mercaptoacetate), CCO (EtOH). Run at time 24 hour. Yields the product OC1=C(SC(=C1)C=1C(=NN2C1C=CC=C2)C)C(=O)OCC (Ethyl 3-hydroxy-5-(2-methylpyrazolo[1,5-a]pyridin-3-yl)thiophene-2-carboxylate). Isolated yield 23.0%. As a reaction SMILES: [CH3:1][C:2]1[C:10]([C:11](=O)[CH2:12][C:13]([O:15]C(C)(C)C)=O)=[C:5]2[CH:6]=[CH:7][CH:8]=[CH:9][N:4]2[N:3]=1.[SH:21][CH2:22][C:23]([O:25][CH3:26])=[O:24].[CH3:27]CO>>[OH:15][C:13]1[CH:12]=[C:11]([C:10]2[C:2]([CH3:1])=[N:3][N:4]3[CH:9]=[CH:8][CH:7]=[CH:6][C:5]=23)[S:21][C:22]=1[C:23]([O:25][CH2:26][CH3:27])=[O:24]. Procedure details: To a stirred solution of tert-butyl 3-(2-methylpyrazolo[1,5-a]pyridin-3-yl)-3-oxopropanoate (1.5 g, 5.47 mmol) prepared above and methyl 2-mercaptoacetate (4 mL, 40 mmol) in EtOH (4 mL), a stream of hydrogen chloride gas was bubbled at 0° C. for 2 h. After bubbling of hydrogen chloride gas was stopped, the mixture was stirred for 24 h at rt. The solvent was removed by evaporation. To the residue, were added a saturated aqueous solution of NaHCO3 (100 mL) and EtOAc (300 mL). The resulting biphasi... Reactants: 5.2, ice water, OC=1C=C(C=CC1)CC(=O)NNC(C1=C(C=C(C=C1OC)OC)Cl)=O (N′-[2-(3-hydroxyphenyl)acetyl]-2-chloro-4,6-dimethoxybenzohydrazide), B(Br)(Br)Br (BBr3). Run in ClCCl (dichloromethane). Run at time 48 hour. The product is OC=1C=C(C=CC1)CC(=O)NNC(C1=C(C=C(C=C1O)O)Cl)=O (N′-[2-(3-hydroxyphenyl)acetyl]-2-chloro-4,6-dihydroxybenzohydrazide). As a reaction SMILES: [OH:1][C:2]1[CH:3]=[C:4]([CH2:8][C:9]([NH:11][NH:12][C:13](=[O:25])[C:14]2[C:19]([O:20]C)=[CH:18][C:17]([O:22]C)=[CH:16][C:15]=2[Cl:24])=[O:10])[CH:5]=[CH:6][CH:7]=1.B(Br)(Br)Br>ClCCl>[OH:1][C:2]1[CH:3]=[C:4]([CH2:8][C:9]([NH:11][NH:12][C:13](=[O:25])[C:14]2[C:19]([OH:20])=[CH:18][C:17]([OH:22])=[CH:16][C:15]=2[Cl:24])=[O:10])[CH:5]=[CH:6][CH:7]=1. Procedure: 5.2 9 g of “69a” are suspended in 30 ml of dichloromethane. 40 ml of BBr3 are added dropwise with ice-cooling. After 48 hours at room temperature, 200 ml of ice-water are stirred in. The mixture is subjected to conventional work-up, separated over silica gel by means of a CombiFlash COMPANION instrument and crystallised from diethyl ether, giving 3.3 g of N′-[2-(3-hydroxyphenyl)acetyl]-2-chloro-4,6-dihydroxybenzohydrazide (“70”), m.p. 217° Reactants: C, CCO, [Pd], O=C(OCc1ccccc1)c1ccc(Oc2ccccn2)cc1. The product is O=C(O)c1ccc(Oc2ccccn2)cc1. As a reaction SMILES: [C:27].[CH3:24][CH2:25][OH:26].[Pd:28].[n:1]1[c:2]([O:7][c:8]2[cH:9][cH:10][c:11]([C:12](=[O:13])[O:14][CH2:15][c:16]3[cH:17][cH:18][cH:19][cH:20][cH:21]3)[cH:22][cH:23]2)[cH:3][cH:4][cH:5][cH:6]1>>[n:1]1[c:2]([O:7][c:8]2[cH:9][cH:10][c:11]([C:12](=[O:13])[OH:14])[cH:22][cH:23]2)[cH:3][cH:4][cH:5][cH:6]1. Starting materials: BrC=1C=C(C=C(C(=O)NC2=C(C=CC=C2)NC2=CC=CC=C2)C1)C(=O)NC1=C(C=CC=C1)NC1=CC=CC=C1 (5-Bromo-N1,N3-bis(2-(phenylamino)phenyl)isophthalamide), O=P(Cl)(Cl)Cl (POCl3), C(=O)([O-])[O-].[Na+].[Na+] (Na2CO3), ice. Run in O1CCOCC1 (1,4-dioxane). Run at temperature 100 celsius. The product is BrC=1C=C(C=C(C1)C1=NC2=C(N1C1=CC=CC=C1)C=CC=C2)C2=NC1=C(N2C2=CC=CC=C2)C=CC=C1 (2,2′-(5-bromo-1,3-phenylene)bis(1-phenyl-1H-benzo[d]imidazole)). Yield: 67.1%. As a reaction SMILES: [Br:1][C:2]1[CH:3]=[C:4]([C:24]([NH:26][C:27]2[CH:32]=[CH:31][CH:30]=[CH:29][C:28]=2[NH:33][C:34]2[CH:39]=[CH:38][CH:37]=[CH:36][CH:35]=2)=O)[CH:5]=[C:6]([CH:23]=1)[C:7]([NH:9][C:10]1[CH:15]=[CH:14][CH:13]=[CH:12][C:11]=1[NH:16][C:17]1[CH:22]=[CH:21][CH:20]=[CH:19][CH:18]=1)=O.O=P(Cl)(Cl)Cl.C([O-])([O-])=O.[Na+].[Na+]>O1CCOCC1>[Br:1][C:2]1[CH:3]=[C:4]([C:24]2[N:33]([C:34]3[CH:39]=[CH:38][CH:37]=[CH:36][CH:35]=3)[C:28]3[CH:29]=[CH:30][CH:31]=[CH:32][C:27]=3[N:26]=2)[CH:5]=[C:6]([C:7]2[N:16]([C:17]3[CH:22]=[CH:21][CH:20]=[CH:19][CH:18]=3)[C:11]3[CH:12]=[CH:13][CH:14]=[CH:15][C:10]=3[N:9]=2)[CH:23]=1 |f:2.3.4|. Procedure details: To a suspension of Compound 6 (30 g, 52 mmol) in anhydrous 1,4-dioxane (300 mL), POCl3 (30.6 g, 18.6 mL, 200 mmol) was added slowly with water bath cooling. The resulting mixture was then maintained at 100° C. After cooling to room temperature, the mixture was poured into ice (ca. 300 g) and neutralized with Na2CO3, followed by extraction with CH2Cl2 (2×300 mL). The organic phase was then washed with brine, dried over Na2SO4 and concentrated in vacuo. To the mixture, acetonitrile (300 mL) was ad...